Dataset: the Open Reaction Database (ORD), a public repository of structured organic reaction records. Task: describe an organic reaction: reactants, conditions, products, and yield Starting materials: CC(NC(=O)OC(C)(C)C)C(=O)NC1(C(=O)O)CC2(CC2)C2C(C(=O)O)C21, CC(C)=O, Cl, [Na+], [OH-], O. The product is CC(N)C(=O)NC1(C(=O)O)CC2(CC2)C2C(C(=O)O)C21. Reaction SMILES: [C:2]([O:3][C:4](=[O:5])[NH:9][CH:10]([C:11](=[O:12])[NH:13][C:14]1([C:25](=[O:26])[OH:27])[CH:15]2[CH:16]([C:22](=[O:23])[OH:24])[CH:17]2[C:18]2([CH2:19]1)[CH2:20][CH2:21]2)[CH3:28])([CH3:6])([CH3:7])[CH3:8].[CH3:31][C:32](=[O:33])[CH3:34].[ClH:1].[Na+:30].[OH-:29].[OH2:35]>>[NH2:9][CH:10]([C:11](=[O:12])[NH:13][C:14]1([C:25](=[O:26])[OH:27])[CH:15]2[CH:16]([C:22](=[O:23])[OH:24])[CH:17]2[C:18]2([CH2:19]1)[CH2:20][CH2:21]2)[CH3:28]. Reactants: O (Water), CC=1C=C(C(=NC1C)C1=CC=CC=C1)OC1=CC=NC2=CC(=C(C=C12)OC)O (4-(5,6-Dimethyl-2-phenyl-pyridin-3-yloxy)-6-methoxy-quinolin-7-ol), CC=1C=C(C(=NC1C)C1=CC=CC=C1)OC1=CC=NC2=CC(=C(C=C12)OC)O (4-(5,6-Dimethyl-2-phenyl-pyridin-3-yloxy)-6-methoxy-quinolin-7-ol), C([O-])([O-])=O.[K+].[K+] (potassium carbonate), C(Br)C1CO1 (epibromohydrin). Run in CN(C=O)C (N,N-dimethylformamide). Reaction conditions: time 8 hour. Product: CC=1C=C(C(=NC1C)C1=CC=CC=C1)OC1=CC=NC2=CC(=C(C=C12)OC)OCC1OC1 (4-(5,6-Dimethyl-2-phenyl-pyridin-3-yloxy)-6-methoxy-7-oxiranylmethoxy-quinoline). The yield is 82.0%. RXN SMILES: [CH3:1][C:2]1[CH:3]=[C:4]([O:15][C:16]2[C:25]3[C:20](=[CH:21][C:22]([OH:28])=[C:23]([O:26][CH3:27])[CH:24]=3)[N:19]=[CH:18][CH:17]=2)[C:5]([C:9]2[CH:14]=[CH:13][CH:12]=[CH:11][CH:10]=2)=[N:6][C:7]=1[CH3:8].C(=O)([O-])[O-].[K+].[K+].[CH2:35]([CH:37]1[O:39][CH2:38]1)Br.O>CN(C)C=O>[CH3:1][C:2]1[CH:3]=[C:4]([O:15][C:16]2[C:25]3[C:20](=[CH:21][C:22]([O:28][CH2:35][CH:37]4[CH2:38][O:39]4)=[C:23]([O:26][CH3:27])[CH:24]=3)[N:19]=[CH:18][CH:17]=2)[C:5]([C:9]2[CH:10]=[CH:11][CH:12]=[CH:13][CH:14]=2)=[N:6][C:7]=1[CH3:8] |f:1.2.3|. Reported procedure: 4-(5,6-Dimethyl-2-phenyl-pyridin-3-yloxy)-6-methoxy-quinolin-7-ol (compound 332) (150 mg) was dissolved in N,N-dimethylformamide (4 ml) to prepare a solution, potassium carbonate (167 mg) and epibromohydrin (0.1 ml) were added to the solution, and the mixture was stirred at room temperature overnight. Water was added to the reaction solution, and the mixture was extracted with ethyl acetate. The ethyl acetate layer was then washed with saturated brine and was dried over anhydrous sodium sulfate.... Starting materials: CCO, O=C1c2ccccc2C(=O)N1CC1CCCN(Cc2ccc(Cl)cc2)C1, NN, [Na+], [OH-], O. The product is NCC1CCCN(Cc2ccc(Cl)cc2)C1. Reaction SMILES: [CH3:32][CH2:33][OH:34].[Cl:1][c:2]1[cH:3][cH:4][c:5]([CH2:6][N:7]2[CH2:8][CH:9]([CH2:13][N:14]3[C:15](=[O:16])[c:17]4[cH:18][cH:19][cH:20][cH:21][c:22]4[C:23]3=[O:24])[CH2:10][CH2:11][CH2:12]2)[cH:25][cH:26]1.[NH2:28][NH2:29].[Na+:31].[OH-:30].[OH2:27]>>[Cl:1][c:2]1[cH:3][cH:4][c:5]([CH2:6][N:7]2[CH2:8][CH:9]([CH2:13][NH2:14])[CH2:10][CH2:11][CH2:12]2)[cH:25][cH:26]1. Yields the product C=C(C)n1c(OCCCCCBr)nc2ccccc21. RXN SMILES: [C:20]([Br:21])([Br:22])([Br:23])[Br:24].[Cl:46][CH2:47][Cl:48].[Na+:45].[OH-:44].[OH:1][CH2:2][CH2:3][CH2:4][CH2:5][CH2:6][O:7][c:8]1[n:9][c:10]2[c:11]([n:12]1[C:13](=[CH2:14])[CH3:15])[cH:16][cH:17][cH:18][cH:19]2.[c:25]1([P:26]([c:27]2[cH:28][cH:29][cH:30][cH:31][cH:32]2)[c:33]2[cH:34][cH:35][cH:36][cH:37][cH:38]2)[cH:39][cH:40][cH:41][cH:42][cH:43]1>>[CH2:2]([CH2:3][CH2:4][CH2:5][CH2:6][O:7][c:8]1[n:9][c:10]2[c:11]([n:12]1[C:13](=[CH2:14])[CH3:15])[cH:16][cH:17][cH:18][cH:19]2)[Br:21]. Reactants: BrC(Br)(Br)Br, ClCCl, [Na+], [OH-], C=C(C)n1c(OCCCCCO)nc2ccccc21, c1ccc(P(c2ccccc2)c2ccccc2)cc1. The reactants are C#CCON=C(C(=O)O)c1nsc(NC(=O)OC(C)(C)C)n1, O=C(O)C(F)(F)F. Yields the product C#CCON=C(C(=O)O)c1nsc(N)n1. RXN SMILES: [C:1]([O:2][C:3](=[O:4])[NH:8][c:9]1[n:10][c:11]([C:14]([C:15](=[O:16])[OH:17])=[N:18][O:19][CH2:20][C:21]#[CH:22])[n:12][s:13]1)([CH3:5])([CH3:6])[CH3:7].[OH:23][C:24]([C:25]([F:26])([F:27])[F:28])=[O:29]>>[NH2:8][c:9]1[n:10][c:11]([C:14]([C:15](=[O:16])[OH:17])=[N:18][O:19][CH2:20][C:21]#[CH:22])[n:12][s:13]1.